Dataset: the Open Reaction Database (ORD), a public repository of structured organic reaction records. Task: describe an organic reaction: reactants, conditions, products, and yield The reactants are BrCc1ccccc1, O=C([O-])[O-], CC#N, [Cs+], [Cs+], COc1cc(C=O)cc(F)c1O, CN(C)C=O. Product: COc1cc(C=O)cc(F)c1OCc1ccccc1. Reaction SMILES: [Br:16][CH2:17][c:18]1[cH:19][cH:20][cH:21][cH:22][cH:23]1.[C:24](=[O:25])([O-:26])[O-:27].[CH3:1][C:2]#[N:3].[Cs+:28].[Cs+:29].[F:4][c:5]1[cH:6][c:7]([CH:8]=[O:9])[cH:10][c:11]([O:14][CH3:15])[c:12]1[OH:13].[O:30]=[CH:31][N:32]([CH3:33])[CH3:34]>>[F:4][c:5]1[cH:6][c:7]([CH:8]=[O:9])[cH:10][c:11]([O:14][CH3:15])[c:12]1[O:13][CH2:17][c:18]1[cH:19][cH:20][cH:21][cH:22][cH:23]1. The reactants are O=C(OCc1ccccc1)ON1C(=O)CCC1=O, CCOC(C)=O, CCN(C(C)C)C(C)C, ClC(Cl)Cl, Cl, COC(=O)c1ccc(CN)cc1O. Yields the product COC(=O)c1ccc(CNC(=O)OCc2ccccc2)cc1O. RXN SMILES: [CH2:24]([c:25]1[cH:26][cH:27][cH:28][cH:29][cH:30]1)[O:31][C:32](=[O:33])[O:34][N:35]1[C:36](=[O:37])[CH2:38][CH2:39][C:40]1=[O:41].[CH3:42][CH2:43][O:44][C:45](=[O:46])[CH3:47].[CH:15]([N:16]([CH2:17][CH3:18])[CH:19]([CH3:20])[CH3:21])([CH3:22])[CH3:23].[CH:48]([Cl:49])([Cl:50])[Cl:51].[ClH:1].[NH2:2][CH2:3][c:4]1[cH:5][c:6]([OH:14])[c:7]([C:8](=[O:9])[O:10][CH3:11])[cH:12][cH:13]1>>[NH:2]([CH2:3][c:4]1[cH:5][c:6]([OH:14])[c:7]([C:8](=[O:9])[O:10][CH3:11])[cH:12][cH:13]1)[C:32]([O:31][CH2:24][c:25]1[cH:26][cH:27][cH:28][cH:29][cH:30]1)=[O:33]. Reactants: ON=C(C(=O)OC(C)(C)C)C(C=1C=NC=CC1)=O (tert-Butyl 2-hydroxyimino-3-oxo-3-(3-pyridyl)propionate), C(C1=CC=CC=C1)N (benzylamine). Run in C(C)#N (acetonitrile). The product is C1(=CC=CC=C1)C=1NC(=C(N1)C(=O)OC(C)(C)C)C=1C=NC=CC1 (tert-butyl 2-phenyl-5-(3-pyridyl)imidazole-4-carboxylate). Yield: 41.8%. Reaction SMILES: O[N:2]=[C:3]([C:11](=O)[C:12]1[CH:13]=[N:14][CH:15]=[CH:16][CH:17]=1)[C:4]([O:6][C:7]([CH3:10])([CH3:9])[CH3:8])=[O:5].[CH2:19]([NH2:26])[C:20]1[CH:25]=[CH:24][CH:23]=[CH:22][CH:21]=1>C(#N)C>[C:20]1([C:19]2[NH:26][C:11]([C:12]3[CH:13]=[N:14][CH:15]=[CH:16][CH:17]=3)=[C:3]([C:4]([O:6][C:7]([CH3:10])([CH3:9])[CH3:8])=[O:5])[N:2]=2)[CH:25]=[CH:24][CH:23]=[CH:22][CH:21]=1. Reported procedure: tert-Butyl 2-hydroxyimino-3-oxo-3-(3-pyridyl)propionate (4.1 g), benzylamine (3.5 g) and acetonitrile (80 ml) were reacted and treated in the same manner as in Starting Material Synthetic Example 5 to give tert-butyl 2-phenyl-5-(3-pyridyl)imidazole-4-carboxylate (2.2 g), melting point 196-197° C. RXN SMILES: [Br:1][CH2:2][CH:3]1[CH2:4][c:5]2[c:6]([c:7]3[cH:8][cH:9][c:10](=[O:16])[nH:11][c:12]3[c:13]([CH3:15])[cH:14]2)[O:17]1.[CH3:22][N:23]([CH3:24])[CH:25]=[O:26].[K+:18].[S-:19][C:20]#[N:21]>>[CH:3]1([S:19][C:20]#[N:21])[CH2:4][c:5]2[c:6]([c:7]3[cH:8][cH:9][c:10](=[O:16])[nH:11][c:12]3[c:13]([CH3:15])[cH:14]2)[O:17]1. Reactants: Cc1cc2c(c3ccc(=O)[nH]c13)OC(CBr)C2, CN(C)C=O, [K+], N#C[S-]. Product: Cc1cc2c(c3ccc(=O)[nH]c13)OC(SC#N)C2. The reactants are ClC1=NC2=CC(=CC=C2N=C1)OC (2-chloro-7-methoxy-quinoxaline), C(C)(C)(C)OC(NC1CCN(CC1)CC(CN1CCOCC1)S)=O ([1-(2-mercapto-3-morpholin-4-yl-propyl)-piperidin-4-yl]-carbamic acid tert-butyl ester), O=C1CSC2=C(N1)C=C(C=C2)C(=O)O (3-oxo-3,4-dihydro-2H-benzo[1,4]thiazine-6-carboxylic acid). Product: COC1=CC=C2N=CC(=NC2=C1)SC(CN1CCC(CC1)NC(=O)C=1C=CC2=C(NC(CS2)=O)C1)CN1CCOCC1 (3-oxo-3,4-dihydro-2H-benzo[1,4]thiazine-6-carboxylic acid {1-[2-(7-methoxy-quinoxalin-2-ylsulfanyl)-3-morpholin-4-yl-propyl]-piperidin-4-yl}-amide). RXN SMILES: Cl[C:2]1[CH:11]=[N:10][C:9]2[C:4](=[CH:5][C:6]([O:12][CH3:13])=[CH:7][CH:8]=2)[N:3]=1.C(O[C:19](=[O:37])[NH:20][CH:21]1[CH2:26][CH2:25][N:24]([CH2:27][CH:28]([SH:36])[CH2:29][N:30]2[CH2:35][CH2:34][O:33][CH2:32][CH2:31]2)[CH2:23][CH2:22]1)(C)(C)C.[O:38]=[C:39]1[NH:44][C:43]2[CH:45]=[C:46](C(O)=O)[CH:47]=[CH:48][C:42]=2[S:41][CH2:40]1>>[CH3:13][O:12][C:6]1[CH:5]=[C:4]2[C:9]([N:10]=[CH:11][C:2]([S:36][CH:28]([CH2:29][N:30]3[CH2:31][CH2:32][O:33][CH2:34][CH2:35]3)[CH2:27][N:24]3[CH2:23][CH2:22][CH:21]([NH:20][C:19]([C:46]4[CH:47]=[CH:48][C:42]5[S:41][CH2:40][C:39](=[O:38])[NH:44][C:43]=5[CH:45]=4)=[O:37])[CH2:26][CH2:25]3)=[N:3]2)=[CH:8][CH:7]=1. Procedure: The title compound is prepared as a light brown lyophilizated powder following Scheme 3 and in analogy to Example 1 using 2-chloro-7-methoxy-quinoxaline, [1-(2-mercapto-3-morpholin-4-yl-propyl)-piperidin-4-yl]-carbamic acid tert-butyl ester and 3-oxo-3,4-dihydro-2H-benzo[1,4]thiazine-6-carboxylic acid as starting materials. Reactants: Γ-mercaptopyridine, N1=CC=C(C=C1)CC(=S)O (4-pyridylthioacetic acid), SC1=CC=NC=C1 (4-mercapto-pyridine), ClCC(=O)O (ClCH2COOH). Product: COC(CC1=CC=NC=C1)=S (methyl-4-pyridylthioacetate). RXN SMILES: [N:1]1[CH:6]=[CH:5][C:4]([CH2:7][C:8]([OH:10])=[S:9])=[CH:3][CH:2]=1.S[C:12]1C=CN=CC=1.ClCC(O)=O>>[CH3:12][O:10][C:8](=[S:9])[CH2:7][C:4]1[CH:5]=[CH:6][N:1]=[CH:2][CH:3]=1. Reported procedure: It is also known to use 4- or Γ-mercaptopyridine as the starting compound. For instance, in J. Chem. Soc. 1939 873-877, King and Ware described the preparation of 4-pyridylthioacetic acid by treating 4-mercapto-pyridine with ClCH2COOH in a weakly basic medium, while Takahashi et al, as described in Pharm. Bull. (Japan) 2 30-34 (1954), obtain methyl-4-pyridylthioacetate by heating 4-mercaptopyridine for one hour on a water-bath with ClCH2CO2Me. In Gazz. Chim. Ital. 84 584-594 (1954), Musante and ... Reactants: CC(C)(S)C1CC(C(=O)O)CS1, CC(=O)OC(C)=O, c1ccncc1. Product: CC(=O)SC(C)(C)C1CC(C(=O)O)CS1. As a reaction SMILES: [C:1](=[O:2])([OH:3])[CH:4]1[CH2:5][CH:6]([C:9]([CH3:10])([CH3:11])[SH:12])[S:7][CH2:8]1.[CH3:13][C:14](=[O:15])[O:16][C:17](=[O:18])[CH3:19].[cH:20]1[cH:21][cH:22][n:23][cH:24][cH:25]1>>[C:1](=[O:2])([OH:3])[CH:4]1[CH2:5][CH:6]([C:9]([CH3:10])([CH3:11])[S:12][C:14]([CH3:13])=[O:15])[S:7][CH2:8]1. The product is CC=1NC(=C(C1CCC(=O)O)C)C (2,4,5-trimethyl-3-carboxyethyl-pyrrole). RXN SMILES: [CH3:1][C:2]1[NH:3][C:4]([C:15](OCC)=O)=[C:5]([CH3:14])[C:6]=1[CH2:7][CH2:8][C:9]([O:11]CC)=[O:10].C=O>>[CH3:1][C:2]1[NH:3][C:4]([CH3:15])=[C:5]([CH3:14])[C:6]=1[CH2:7][CH2:8][C:9]([OH:11])=[O:10]. Reactants: CC=1NC(=C(C1CCC(=O)OCC)C)C(=O)OCC (2,4-Dimethyl-3-carbethoxy ethyl-5-carbethoxy-pyrrole), C=O (paraformaldehyde). Procedure: 2,4-Dimethyl-3-carbethoxy ethyl-5-carbethoxy-pyrrole was reductively alkylated with paraformaldehyde to yield 2,4,5-trimethyl-3-carboxyethyl-pyrrole. ##STR110## Run at time 1.5 hour. Run in CO (MeOH). Isolated yield 61.0%. As a reaction SMILES: CS[C:3]1[N:8]=[C:7]([C:9]2[CH:10]=[N:11][CH:12]=[CH:13][CH:14]=2)[CH:6]=[CH:5][N:4]=1.O[O:16][S:17]([O-:19])=O.[K+].[C:21]([O-])(O)=O.[Na+]>CO>[CH3:21][S:17]([C:3]1[N:8]=[C:7]([C:9]2[CH:10]=[N:11][CH:12]=[CH:13][CH:14]=2)[CH:6]=[CH:5][N:4]=1)(=[O:19])=[O:16] |f:1.2,3.4|. Product: CS(=O)(=O)C1=NC=CC(=N1)C=1C=NC=CC1 (2-Methanesulfonyl-4-pyridin-3-yl-pyrimidine). Procedure: A solution of 2-methylsulfanyl-4-pyridin-3-yl-pyrimidine (1.18 g, 5.81 mmol) in MeOH (45 ml) was cooled at 0° C., then an aqueous solution of oxone (10.7 g, 17.45 mmol in 45 ml of water) was slowly added. After stirring 1.5 hours at room temperature, the mixture was basified with 5% NaHCO3 and the product was extracted with ethyl acetate. The organic phase was dried (Na2SO4) and evaporated to give 846 mg of the title compound that was used in the next step without further purification (61% yield... The reactants are OOS(=O)[O-].[K+] (oxone), CSC1=NC=CC(=N1)C=1C=NC=CC1 (2-methylsulfanyl-4-pyridin-3-yl-pyrimidine), C(=O)(O)[O-].[Na+] (NaHCO3). Reactants: C[Mg]Br (methylmagnesium bromide), C[Mg]Br (methylmagnesium bromide), C[Mg]Br (methylmagnesiumbromide), BrC=1C=C(C=O)C=C(C1)[N+](=O)[O-] (3-bromo-5-nitro-benzaldehyde). The reagents and catalysts are Cl[Ti](Cl)(Cl)Cl (TiCl4), Cl[Ti](Cl)(Cl)Cl (TiCl4), Cl[Ti](Cl)(Cl)Cl (TiCl4). Run in C1CCOC1 (THF). Run at temperature -30 celsius, time 1 hour. The product is BrC=1C=C(C=C(C1)[N+](=O)[O-])C(C)O (1-(3-Bromo-5-nitro-phenyl)-ethanol). RXN SMILES: [CH3:1][Mg]Br.[Br:4][C:5]1[CH:6]=[C:7]([CH:10]=[C:11]([N+:13]([O-:15])=[O:14])[CH:12]=1)[CH:8]=[O:9]>C1COCC1.Cl[Ti](Cl)(Cl)Cl>[Br:4][C:5]1[CH:6]=[C:7]([CH:8]([OH:9])[CH3:1])[CH:10]=[C:11]([N+:13]([O-:15])=[O:14])[CH:12]=1. Reported procedure: A solution of TiCl4 (9.48 g, 50 mmol) and methylmagnesiumbromide (20.80 ml, 52 mmol, 2.5 M solution in THF) in THF (400 ml) was stirred at −30° C. when 3-bromo-5-nitro-benzaldehyde (9.20 g, 40 mmol) was added as solid. The mixture was stirred for 1 h at −30° C. As the reaction was not complete, the reaction was cooled to −78° C. and 0.65 eq. methylmagnesium bromide and 0.625 eq. TiCl4 were added and stirring was continued at −30° C. This procedure was repeated again to add 0.325 eq. methylmagnes...